The task is: describe an organic reaction: reactants, conditions, products, and yield. This data is from the Open Reaction Database (ORD), a public repository of structured organic reaction records. Starting materials: CC(c1ccc(Br)cc1)N1CCC(CC(C)(C)O)(c2ccccc2)OC1=O, CC1(C)OB(c2cccc(OC3CCCC3)n2)OC1(C)C. Product: CC(c1ccc(-c2cccc(OC3CCCC3)n2)cc1)N1CCC(CC(C)(C)O)(c2ccccc2)OC1=O. As a reaction SMILES: [Br:1][c:2]1[cH:3][cH:4][c:5]([CH:8]([CH3:9])[N:10]2[C:11](=[O:27])[O:12][C:13]([c:16]3[cH:17][cH:18][cH:19][cH:20][cH:21]3)([CH2:22][C:23]([CH3:24])([CH3:25])[OH:26])[CH2:14][CH2:15]2)[cH:6][cH:7]1.[CH:28]1([O:33][c:34]2[n:35][c:36]([B:40]3[O:41][C:42]([CH3:43])([CH3:44])[C:45]([CH3:46])([CH3:47])[O:48]3)[cH:37][cH:38][cH:39]2)[CH2:29][CH2:30][CH2:31][CH2:32]1>>[c:2]1(-[c:36]2[n:35][c:34]([O:33][CH:28]3[CH2:29][CH2:30][CH2:31][CH2:32]3)[cH:39][cH:38][cH:37]2)[cH:3][cH:4][c:5]([CH:8]([CH3:9])[N:10]2[C:11](=[O:27])[O:12][C:13]([c:16]3[cH:17][cH:18][cH:19][cH:20][cH:21]3)([CH2:22][C:23]([CH3:24])([CH3:25])[OH:26])[CH2:14][CH2:15]2)[cH:6][cH:7]1. Starting materials: ClCCP(OCC)(OCC)=O (diethyl β-chloroethylphosphonate), P(OCC)(OCC)=O.[K] (potassium diethyl phosphonate). Product: C(CP(OCC)(OCC)=O)P(OCC)(OCC)=O (tetraethyl ethylenediphosponate). As a reaction SMILES: Cl[CH2:2][CH2:3][P:4](=[O:11])([O:8][CH2:9][CH3:10])[O:5][CH2:6][CH3:7].[PH:12](=[O:19])([O:16][CH2:17][CH3:18])[O:13][CH2:14][CH3:15].[K]>>[CH2:2]([P:12](=[O:19])([O:16][CH2:17][CH3:18])[O:13][CH2:14][CH3:15])[CH2:3][P:4](=[O:11])([O:8][CH2:9][CH3:10])[O:5][CH2:6][CH3:7] |f:1.2,^1:19|. Reported procedure: For example, K. Moedritzer, R. R. Irani, J. Inorg. Nucl. Chem. 22 (1961) 297-304 describes by way of example a process which begins by reacting diethyl β-chloroethylphosphonate with potassium diethyl phosphonate to give tetraethyl ethylenediphosponate, which is then converted into the desired ethylenediphosphonic acid by hydrolysis with concentrated hydrochloric acid.